This data is from the Open Reaction Database (ORD), a public repository of structured organic reaction records. The task is: describe an organic reaction: reactants, conditions, products, and yield The reactants are OCC=1OC=C(C(C1)=O)OCC1=CC=CC=C1 (2-(hydroxymethyl)-5-(phenylmethoxy)-4H-pyran-4-one), CC(=O)C (acetone), CC(=O)C.OS(=O)(=O)O.O=[Cr](=O)=O (Jones reagent). The solvent is O (water). Reaction conditions: time 2 hour. Product: O=C1C=C(OC=C1OCC1=CC=CC=C1)C(=O)O (4-Oxo-5-(phenylmethoxy)-4H-pyran-2-carboxylic acid). The yield is 5.0%. As a reaction SMILES: [OH:1][CH2:2][C:3]1[O:4][CH:5]=[C:6]([O:10][CH2:11][C:12]2[CH:17]=[CH:16][CH:15]=[CH:14][CH:13]=2)[C:7](=[O:9])[CH:8]=1.CC(C)=[O:20].CC(C)=O.OS(O)(=O)=O.O=[Cr](=O)=O>O>[O:9]=[C:7]1[C:6]([O:10][CH2:11][C:12]2[CH:17]=[CH:16][CH:15]=[CH:14][CH:13]=2)=[CH:5][O:4][C:3]([C:2]([OH:20])=[O:1])=[CH:8]1 |f:2.3.4|. Procedure: 232 g (1 mol) of 2-(hydroxymethyl)-5-(phenylmethoxy)-4H-pyran-4-one was put into a 10 l stirring flask containing 6.6 l of acetone and 400 ml of water. The clear solution was cooled to +5° C. by means of an ice bath. While maintaining the temperature at +5° C. to 10° C., 640 ml of Jones reagent (202 g CrO3, 600 ml water, 174 ml H2SO4) was added dropwise over a period of 1 hour. Stirring was continued for 2 hours without cooling. The reaction mixture was filtered through a glass frit and the dark... Product: ClC=1C(=C2C(=NC1)N=C(N2)C2=CC=C(C=C2)N2CCOCC2)Cl (6,7-Dichloro-2-[4-(4-morpholinyl)phenyl]-1H-imidazo[4,5-b]pyridine). Solvent: O=P(Cl)(Cl)Cl (POCl3). Reaction SMILES: [NH2:1][C:2]1[C:7]([NH2:8])=[C:6]([Cl:9])[C:5]([Cl:10])=[CH:4][N:3]=1.[N:11]1([C:17]2[CH:25]=[CH:24][C:20]([C:21](O)=O)=[CH:19][CH:18]=2)[CH2:16][CH2:15][O:14][CH2:13][CH2:12]1>O=P(Cl)(Cl)Cl>[Cl:10][C:5]1[C:6]([Cl:9])=[C:7]2[NH:8][C:21]([C:20]3[CH:19]=[CH:18][C:17]([N:11]4[CH2:16][CH2:15][O:14][CH2:13][CH2:12]4)=[CH:25][CH:24]=3)=[N:1][C:2]2=[N:3][CH:4]=1. Isolated yield 20.5%. Reported procedure: 2,3-Diamino-4,5-dichloropyridine (Example 206a) (0.10 g, 0.56 mmol) and 4-morpholin-4-ylbenzoic acid (0.12 g, 0.56 mmol) were dissolved in POCl3 (5 ml) and heated to 105° C. for 5 h. The excess of POCl3 was evaporated off and the residue was dissolved in EtOAc and aqueous K2CO3. The aqueous phase was extracted three times with EtOAc. The combined organic phases were washed with brine, dried (Na2SO4), evaporated in vacuo and the residue was purified by HPLC-C18. The product crystallized from the ... The reactants are NC1=NC=C(C(=C1N)Cl)Cl (2,3-Diamino-4,5-dichloropyridine), N1(CCOCC1)C1=CC=C(C(=O)O)C=C1 (4-morpholin-4-ylbenzoic acid). Reaction conditions: temperature 105 celsius. The reactants are CC(=O)C (acetone), C(\C=C/C(=O)O)(=O)O (Maleic acid), CC(=O)C (acetone), COC=1C=CC=CC1OCCNCC(COC=2C=CC=C3C2C=4C=CC=CC4N3)O (carvedilol). Solvent: O (water), O (water). The product is COC=1C=CC=CC1OCCNCC(COC=2C=CC=C3C2C=4C=CC=CC4N3)O.C(\C=C/C(=O)[O-])(=O)[O-] (Carvedilol Maleate). RXN SMILES: CC(C)=O.[CH3:5][O:6][C:7]1[CH:8]=[CH:9][CH:10]=[CH:11][C:12]=1[O:13][CH2:14][CH2:15][NH:16][CH2:17][CH:18]([OH:34])[CH2:19][O:20][C:21]1[CH:22]=[CH:23][CH:24]=[C:25]2[NH:33][C:32]3[CH:31]=[CH:30][CH:29]=[CH:28][C:27]=3[C:26]=12.[C:35]([OH:42])(=[O:41])/[CH:36]=[CH:37]\[C:38]([OH:40])=[O:39]>O>[CH3:5][O:6][C:7]1[CH:8]=[CH:9][CH:10]=[CH:11][C:12]=1[O:13][CH2:14][CH2:15][NH:16][CH2:17][CH:18]([OH:34])[CH2:19][O:20][C:21]1[CH:22]=[CH:23][CH:24]=[C:25]2[NH:33][C:32]3[CH:31]=[CH:30][CH:29]=[CH:28][C:27]=3[C:26]=12.[C:35]([O-:42])(=[O:41])/[CH:36]=[CH:37]\[C:38]([O-:40])=[O:39] |f:4.5|. Procedure: A suitable reactor is charged with acetone (56 mL). The acetone solution is sequentially charged with carvedilol (15.0 grams) and water (8 mL). Upon addition of the water, the slurry dissolves completely with heating. To the solution is added 1 M of aqueous Maleic acid (1 Equiv. 36.9 mL.) The reaction mixture is stirred at between 17° C. and 35° C. The solid precipitate is formed over 10 hours to 24 hours. Later, the mixture is filtered and the cake is washed with a mixture of acetone and water ...